From a dataset of the Open Reaction Database (ORD), a public repository of structured organic reaction records. describe an organic reaction: reactants, conditions, products, and yield Reactants: O.C1(=CC=C(C=C1)S(=O)(=O)O)C (p-toluene sulfonic acid monohydrate), C(C)(C)(C)OC(=O)N[C@@H]1[C@@H](C1)C(=O)OC(C)(C)C (tert-butyl rel-(1R,2S)-2-[(tert-butoxycarbonyl)amino]cyclopropanecarboxylate). Run in C(C)OCC (diethyl ether), C(C)OCC (diethyl ether). Conditions: time 5 hour. Yields the product C1(=CC=C(C=C1)S(=O)(=O)O)C.N[C@@H]1[C@@H](CCC1)C(=O)OC(C)(C)C (tert-butyl rel-(1R,2S)-2-aminocyclopentanecarboxylate p-toluene sulfonate). Yield: 180.9%. As a reaction SMILES: C(OC([NH:8][C@H:9]1[CH2:11][C@H:10]1[C:12]([O:14][C:15]([CH3:18])([CH3:17])[CH3:16])=[O:13])=O)(C)(C)C.O.[C:20]1([CH3:30])[CH:25]=[CH:24][C:23]([S:26]([OH:29])(=[O:28])=[O:27])=[CH:22][CH:21]=1>C(OCC)C>[C:20]1([CH3:30])[CH:21]=[CH:22][C:23]([S:26]([OH:29])(=[O:27])=[O:28])=[CH:24][CH:25]=1.[NH2:8][C@H:9]1[CH2:11][CH2:21][CH2:20][C@H:10]1[C:12]([O:14][C:15]([CH3:16])([CH3:17])[CH3:18])=[O:13] |f:1.2,4.5|. Procedure details: To a mixture of tert-butyl rel-(1R,2S)-2-[(tert-butoxycarbonyl)amino]cyclopropanecarboxylate (0.54 g) and diethyl ether (4.0 ml) was added a solution of p-toluene sulfonic acid monohydrate (0.40 g) in diethyl ether (16 ml) at room temperature, followed by stirring at room temperature for 5 hours. The reaction mixture was concentrated under reduced pressure to obtain tert-butyl rel-(1R,2S)-2-aminocyclopentanecarboxylate p-toluene sulfonate (0.68 g). Tert-butyl rel-(1R,2S)-2-({N5-[(benzyloxy)carbo... The reactants are C1(=CC=CC=C1)N1CCN(CC1)CCOC1=C(C=CC=C1)C1SCCN1 (2-{2-[2-(4-phenylpiperazin-1-yl)ethyloxy]phenyl}thiazolidine), CN=C=O (methyl isocyanate). Run in O1CCCC1 (tetrahydrofuran). Conditions: time 2 hour. Yields the product CNC(=O)N1C(SCC1)C1=C(C=CC=C1)OCCN1CCN(CC1)C1=CC=CC=C1 (N-methyl-2-{2-[2-(4-phenylpiperazin-1-yl)ethyloxy]phenyl}thiazolidin-3-carboxamide). Isolated yield 89.7%. As a reaction SMILES: [C:1]1([N:7]2[CH2:12][CH2:11][N:10]([CH2:13][CH2:14][O:15][C:16]3[CH:21]=[CH:20][CH:19]=[CH:18][C:17]=3[CH:22]3[NH:26][CH2:25][CH2:24][S:23]3)[CH2:9][CH2:8]2)[CH:6]=[CH:5][CH:4]=[CH:3][CH:2]=1.[CH3:27][N:28]=[C:29]=[O:30]>O1CCCC1>[CH3:27][NH:28][C:29]([N:26]1[CH2:25][CH2:24][S:23][CH:22]1[C:17]1[CH:18]=[CH:19][CH:20]=[CH:21][C:16]=1[O:15][CH2:14][CH2:13][N:10]1[CH2:11][CH2:12][N:7]([C:1]2[CH:2]=[CH:3][CH:4]=[CH:5][CH:6]=2)[CH2:8][CH2:9]1)=[O:30]. Procedure: 3.69 g of 2-{2-[2-(4-phenylpiperazin-1-yl)ethyloxy]phenyl}thiazolidine are dissolved in 40 ml of tetrahydrofuran, and 0.62 g of methyl isocyanate is added thereto at room temperature. The mixture is stirred at the same temperature for 2 hours. The mixture is concentrated under reduced pressure to remove solvent. Water is added to the residue, and crystalline precipitates are collected by filtration. The crystals are washed with ethanol and ether, and then recrystallized from a mixture of ethyl a... Reaction SMILES: Cl.[CH3:2][NH:3]O.C(=O)([O-])[O-:6].[Ba+2].[CH3:10][C:11]([C:14]1[CH:15]=[C:16]([CH:25]=[C:26]2[S:30][C:29](=S)[NH:28][C:27]2=[O:32])[CH:17]=[C:18]([C:21]([CH3:24])([CH3:23])[CH3:22])[C:19]=1[OH:20])([CH3:13])[CH3:12]>C(O)C.O>[CH3:10][C:11]([C:14]1[CH:15]=[C:16]([CH:25]=[C:26]2[S:30][C:29]([NH:3][CH2:2][OH:6])=[N:28][C:27]2=[O:32])[CH:17]=[C:18]([C:21]([CH3:24])([CH3:23])[CH3:22])[C:19]=1[OH:20])([CH3:13])[CH3:12] |f:0.1,2.3|. The reactants are Cl.CNO (N-methylhydroxylamine hydrochloride), C([O-])([O-])=O.[Ba+2] (barium carbonate), CC(C)(C)C=1C=C(C=C(C1O)C(C)(C)C)C=C1C(NC(S1)=S)=O (5-[(3,5-bis (1,1-dimethylethyl)-4-hydroxyphenyl)methylene]-2-thioxo-4-thiazolidinone). The yield is 104.8%. Procedure details: A mixture of N-methylhydroxylamine hydrochloride (12.52 g, 0.15 mole), barium carbonate (14.8 g, 0.075 mole), ethanol (50 mL), and water (50 mL) is stirred at room temperature for ten minutes. 5-[(3,5-bis (1,1-dimethylethyl)-4-hydroxyphenyl)methylene]-2-thioxo-4-thiazolidinone (see Ikuo Katsumi et al Chem. Pharm. Bull., 34(4), 1619-1627 (1986)) (17.5 g, 0.05 mole) and ethanol (600 mL) are added to it and the resulting mixture is stirred and refluxed for 8 hours. The reaction mixture is then cool... The product is CC(C)(C)C=1C=C(C=C(C1O)C(C)(C)C)C=C1C(N=C(S1)NCO)=O (5-[[3,5-Bis(1,1-dimethylethyl)-4-hydroxyphenyl]methylene]-2-(hydroxymethylamino)-4(5H)-thiazolone). Solvent: O (water), C(C)O (ethanol), C(C)O (ethanol). The reactants are CC1=NC(=NC(=N1)OC)NC(OC)=O (O-methyl (4-methyl-6-methoxy-1,3,5-triazin-2-yl)carbamate), C[Al](C)C (trimethylaluminum), solution, C(C)OC(=O)C=1C(=C(C=CC1)S(=O)(=O)N)I (3-ethoxycarbonyl-2-iodobenzenesulfonamide), Cl (hydrochloric acid). Run in ClCCl (dichloromethane), CCCCCC (hexane), ClCCl (dichloromethane). Run at time 30 minute. Yields the product IC1=C(C(=O)OCC)C=CC=C1S(=O)(=O)NC(=O)NC1=NC(=NC(=N1)OC)C (ethyl 2-iodo-3-[[[[(4-methoxy-6-methyl-1,3,5-triazin-2-yl)amino]carbonyl]amino]sulfonyl]-benzoate). Yield: 32.2%. As a reaction SMILES: C[Al](C)C.[CH2:5]([O:7][C:8]([C:10]1[C:11]([I:20])=[C:12]([S:16]([NH2:19])(=[O:18])=[O:17])[CH:13]=[CH:14][CH:15]=1)=[O:9])[CH3:6].[CH3:21][C:22]1[N:27]=[C:26]([O:28][CH3:29])[N:25]=[C:24]([NH:30][C:31](=O)[O:32]C)[N:23]=1.Cl>CCCCCC.ClCCl>[I:20][C:11]1[C:12]([S:16]([NH:19][C:31]([NH:30][C:24]2[N:25]=[C:26]([O:28][CH3:29])[N:27]=[C:22]([CH3:21])[N:23]=2)=[O:32])(=[O:18])=[O:17])=[CH:13][CH:14]=[CH:15][C:10]=1[C:8]([O:7][CH2:5][CH3:6])=[O:9]. Procedure details: 14 mmol of trimethylaluminum (7 ml of a 2M solution in hexane) are added dropwise under a nitrogen protective atmosphere to a suspension of 3.6 g of 3-ethoxycarbonyl-2-iodobenzenesulfonamide in 100 ml of absolute dichloromethane. The mixture is stirred at room temperature for 30 minutes, and 2.2 g of O-methyl (4-methyl-6-methoxy-1,3,5-triazin-2-yl)carbamate in 25 ml of dichloromethane are then added, and the mixture is refluxed for 13 hours. The solution is cooled to room temperature, 25 ml of 2... Starting materials: CS(C)=O, O=[N+]([O-])c1ccc(Cl)nc1, [Li+], [OH-], O, OCC(F)(F)F. The product is O=[N+]([O-])c1ccc(OCC(F)(F)F)nc1. Reaction SMILES: [CH3:19][S:20]([CH3:21])=[O:22].[Cl:1][c:2]1[n:3][cH:4][c:5]([N+:8](=[O:9])[O-:10])[cH:6][cH:7]1.[Li+:17].[OH-:18].[OH2:23].[OH:11][CH2:12][C:13]([F:14])([F:15])[F:16]>>[c:2]1([O:11][CH2:12][C:13]([F:14])([F:15])[F:16])[n:3][cH:4][c:5]([N+:8](=[O:9])[O-:10])[cH:6][cH:7]1. Reported procedure: A mixture of crude 2-chloromethyl-4-phenylthiazole (4.19g; 0.02 mole), N-phenylpiperazine (3.24 g; 0.02 mole) and finely-powdered, anhydrous sodium carbonate in absolute ethanol (60 ml) was stirred and boiled under reflux for 8 hours. The solvent was evaporated to dryness, solid residue suspended in water (100 ml) and then extracted with 2 × 100 ml CH2Cl2. The extracts were washed with water and dried over anhydrous MgSO4. On evaporation of the solvent, and recrystallisation of the residue from ... Reactants: ClCC=1SC=C(N1)C1=CC=CC=C1 (2-chloromethyl-4-phenylthiazole), C1(=CC=CC=C1)N1CCNCC1 (N-phenylpiperazine), C([O-])([O-])=O.[Na+].[Na+] (sodium carbonate). Reaction SMILES: Cl[CH2:2][C:3]1[S:4][CH:5]=[C:6]([C:8]2[CH:13]=[CH:12][CH:11]=[CH:10][CH:9]=2)[N:7]=1.[C:14]1([N:20]2[CH2:25][CH2:24][NH:23][CH2:22][CH2:21]2)[CH:19]=[CH:18][CH:17]=[CH:16][CH:15]=1.C(=O)([O-])[O-].[Na+].[Na+]>C(O)C>[C:8]1([C:6]2[N:7]=[C:3]([CH2:2][N:23]3[CH2:24][CH2:25][N:20]([C:14]4[CH:19]=[CH:18][CH:17]=[CH:16][CH:15]=4)[CH2:21][CH2:22]3)[S:4][CH:5]=2)[CH:13]=[CH:12][CH:11]=[CH:10][CH:9]=1 |f:2.3.4|. Solvent: C(C)O (ethanol). Product: C1(=CC=CC=C1)C=1N=C(SC1)CN1CCN(CC1)C1=CC=CC=C1 (1-(4-Phenyl-2-thiazolylmethyl)-4-phenylpiperazine). Yield: 75.0%.